This data is from the Open Reaction Database (ORD), a public repository of structured organic reaction records. The task is: describe an organic reaction: reactants, conditions, products, and yield Starting materials: CC1(OB(OC1(C)C)C=1C=C2CCNC(C2=CC1)=O)C (6-(4,4,5,5-tetramethyl-1,3,2-dioxaborolan-2-yl)-3,4-dihydroisoquinolin-1(2H)-one), ICC (iodoethane). Product: C(C)N1C(C2=CC=C(C=C2CC1)B1OC(C(O1)(C)C)(C)C)=O (2-ethyl-6-(4,4,5,5-tetramethyl-1,3,2-dioxaborolan-2-yl)-3,4-dihydroisoquinolin-1(2H)-one). RXN SMILES: [CH3:1][C:2]1([CH3:20])[C:6]([CH3:8])([CH3:7])[O:5][B:4]([C:9]2[CH:10]=[C:11]3[C:16](=[CH:17][CH:18]=2)[C:15](=[O:19])[NH:14][CH2:13][CH2:12]3)[O:3]1.I[CH2:22][CH3:23]>>[CH2:22]([N:14]1[CH2:13][CH2:12][C:11]2[C:16](=[CH:17][CH:18]=[C:9]([B:4]3[O:3][C:2]([CH3:20])([CH3:1])[C:6]([CH3:7])([CH3:8])[O:5]3)[CH:10]=2)[C:15]1=[O:19])[CH3:23]. Reported procedure: This compound was prepared by using procedures analogous to those described for the synthesis of Example 9, Step 1 starting from 6-(4,4,5,5-tetramethyl-1,3,2-dioxaborolan-2-yl)-3,4-dihydroisoquinolin-1(2H)-one and iodoethane. LCMS (M+H)+=302.1. Procedure details: A stirred solution of 3-methoxybenzaldehyde (27.23 g) in dichloromethane (150 mL) at 0° C. is treated with a solution of bromine (32 g) in dry dichloromethane (50 mL) over 30 minutes. The reaction mixture is stirred at room temperature for 4 hours, combined with a previous preparation carried out on the same scale, and washed with saturated sodium metabisulphite solution (400 mL), with water (400 mL), brine (400 mL) and dried over magnesium sulphate. Evaporation and recrystallisation of the resi... Reactants: COC=1C=C(C=O)C=CC1 (3-methoxybenzaldehyde), BrBr (bromine). RXN SMILES: [CH3:1][O:2][C:3]1[CH:4]=[C:5]([CH:8]=[CH:9][CH:10]=1)[CH:6]=[O:7].[Br:11]Br>ClCCl>[Br:11][C:8]1[CH:9]=[CH:10][C:3]([O:2][CH3:1])=[CH:4][C:5]=1[CH:6]=[O:7]. Isolated yield 105.2%. Run at time 4 hour. Yields the product BrC1=C(C=O)C=C(C=C1)OC (2-bromo-5-methoxybenzaldehyde). Run in ClCCl (dichloromethane), ClCCl (dichloromethane). Reactants: Cl.NC(CC1=NC=C(C=C1)O)C (2-(2-aminopropyl)-5-pyridinol hydrochloride), C(Cl)Cl (methylene chloride), C([O-])(O)=O.[Na+] (sodium bicarbonate), C(C)(=O)Cl (acetyl chloride). Run in N1=CC=CC=C1 (pyridine). Product: C(C)(=O)OC=1C=CC(=NC1)CC(C)NC(C)=O (5-acetoxy-2-(2-acetylaminopropyl)-pyridine). RXN SMILES: Cl.[NH2:2][CH:3]([CH3:12])[CH2:4][C:5]1[CH:10]=[CH:9][C:8]([OH:11])=[CH:7][N:6]=1.[C:13](Cl)(=[O:15])[CH3:14].[C:17](=[O:20])(O)[O-].[Na+].[CH2:22](Cl)Cl>N1C=CC=CC=1>[C:13]([O:11][C:8]1[CH:9]=[CH:10][C:5]([CH2:4][CH:3]([NH:2][C:17](=[O:20])[CH3:22])[CH3:12])=[N:6][CH:7]=1)(=[O:15])[CH3:14] |f:0.1,3.4|. Reported procedure: The starting material is prepared as follows: To the suspension of 1.01 g of 2-(2-aminopropyl)-5-pyridinol hydrochloride in 40 ml of methylene chloride, 3.3 ml of pyridine are added, followed by 1.47 g of acetyl chloride while stirring at room temperature. After 17 hours an equal volume of saturated aqueous sodium bicarbonate is added, the organic layer separated, dried and evaporated. The residual oil is chromatographed on silica, using methanolethyl acetate (4:1) as eluant, to yield the 5-acet... As a reaction SMILES: O[CH2:2][CH:3]1[CH2:7][O:6][C:5]2([CH2:12][CH2:11][N:10]([CH2:13][CH2:14][C:15]3[CH:20]=[CH:19][CH:18]=[CH:17][CH:16]=3)[CH2:9][CH2:8]2)[O:4]1.[C:21]1(C)[CH:26]=[CH:25][C:24]([S:27](O)(=O)=O)=[CH:23][CH:22]=1.C1(S)C=CC=CC=1>C1(C)C=CC=CC=1>[CH2:13]([N:10]1[CH2:9][CH2:8][C:5]2([O:4][CH:3]([CH2:2][S:27][C:24]3[CH:25]=[CH:26][CH:21]=[CH:22][CH:23]=3)[CH2:7][O:6]2)[CH2:12][CH2:11]1)[CH2:14][C:15]1[CH:16]=[CH:17][CH:18]=[CH:19][CH:20]=1. Procedure: 2-hydroxymethyl-8-phenethyl-1,4-dioxa-8-azaspiro[4,5]decane (Compound 1, 50 gm, 0.18 mole) and Para Toluenesulfonic Acid (PTSA, 2 gm) were dissolved in toluene (350 ml) at room temperature. 20 gm of thiophenol was added drop wise to the above solution. The reaction was refluxed for 13 hrs at reflux temperature. The solvent was distilled off to get the light brown solid product with a melting point of 58° C. The yield of the product was 95%. The product is C(CC1=CC=CC=C1)N1CCC2(OCC(O2)CSC2=CC=CC=C2)CC1 (8-phenethyl-2-phenylsulphanylmethyl-1,4-dioxa-8 azaspiro[4,5]decane). Reactants: C1(=CC=CC=C1)S (thiophenol), OCC1OC2(OC1)CCN(CC2)CCC2=CC=CC=C2 (2-hydroxymethyl-8-phenethyl-1,4-dioxa-8-azaspiro[4,5]decane), OCC1OC2(OC1)CCN(CC2)CCC2=CC=CC=C2 (2-hydroxymethyl-8-phenethyl-1,4-dioxa-8-azaspiro[4,5]decane), C1(=CC=C(C=C1)S(=O)(=O)O)C (Para Toluenesulfonic Acid). Run in C1(=CC=CC=C1)C (toluene). Solvent: CO (methanol). Product: C1(CC1)N(C(C[C@@H](CO)NCCC(=O)OC)=O)CC1=C(C(=CC=C1)Cl)Cl ((S)-Methyl 3-(4-(cyclopropyl(2,3-dichlorobenzyl)amino)-1-hydroxy-4-oxobutan-2-ylamino)propanoate). Reactants: N[C@@H](CC(=O)N(CC1=C(C(=CC=C1)Cl)Cl)C1CC1)CO ((S)-3-Amino-N-cyclopropyl-N-(2,3-dichlorobenzyl)-4-hydroxybutanamide), C(C=C)(=O)OC (Methyl acrylate). As a reaction SMILES: [NH2:1][C@H:2]([CH2:19][OH:20])[CH2:3][C:4]([N:6]([CH:16]1[CH2:18][CH2:17]1)[CH2:7][C:8]1[CH:13]=[CH:12][CH:11]=[C:10]([Cl:14])[C:9]=1[Cl:15])=[O:5].[C:21]([O:25][CH3:26])(=[O:24])[CH:22]=[CH2:23]>CO>[CH:16]1([N:6]([CH2:7][C:8]2[CH:13]=[CH:12][CH:11]=[C:10]([Cl:14])[C:9]=2[Cl:15])[C:4](=[O:5])[CH2:3][C@H:2]([NH:1][CH2:23][CH2:22][C:21]([O:25][CH3:26])=[O:24])[CH2:19][OH:20])[CH2:18][CH2:17]1. Reaction conditions: temperature 50 celsius. Reported procedure: Into a 250 mL round bottom was 4B (10.6 g, 33.4 mmol) and methanol (90 mL). Methyl acrylate (3.16 g, 36.8 mmol, 1.1 eq) was added and the reaction was heated to 50° C. overnight. Solvent was removed under vacuum. The residue was used in the next step without further purification. ESI-MS:m/z 403.3 (M+H)+. The reactants are FC(C1=NN(C(=C1)C(F)F)CC(=O)N1CCC(CC1)C=1SC=C(N1)C1=NOC(C1)C(=O)OC)F (methyl 3-[2-(1-{[3,5-bis(difluoromethyl)-1H-pyrazol-1-yl]acetyl}piperidin-4-yl)-1,3-thiazol-4-yl]-4,5-dihydro-1,2-oxazole-5-carboxylate), ice, O.[OH-].[Li+] (lithium hydroxide monohydrate). Run in O1CCCC1 (tetrahydrofuran), O (water). Reaction conditions: time 20 minute. Yields the product FC(C1=NN(C(=C1)C(F)F)CC(=O)N1CCC(CC1)C=1SC=C(N1)C1=NOC(C1)C(=O)O)F (3-[2-(1-{[3,5-Bis(difluoromethyl)-1H-pyrazol-1-yl]acetyl}piperidin-4-yl)-1,3-thiazol-4-yl]-4,5-dihydro-1,2-oxazole-5-carboxylic acid). RXN SMILES: [F:1][CH:2]([F:34])[C:3]1[CH:7]=[C:6]([CH:8]([F:10])[F:9])[N:5]([CH2:11][C:12]([N:14]2[CH2:19][CH2:18][CH:17]([C:20]3[S:21][CH:22]=[C:23]([C:25]4[CH2:29][CH:28]([C:30]([O:32]C)=[O:31])[O:27][N:26]=4)[N:24]=3)[CH2:16][CH2:15]2)=[O:13])[N:4]=1.O.[OH-].[Li+]>O1CCCC1.O>[F:34][CH:2]([F:1])[C:3]1[CH:7]=[C:6]([CH:8]([F:10])[F:9])[N:5]([CH2:11][C:12]([N:14]2[CH2:19][CH2:18][CH:17]([C:20]3[S:21][CH:22]=[C:23]([C:25]4[CH2:29][CH:28]([C:30]([OH:32])=[O:31])[O:27][N:26]=4)[N:24]=3)[CH2:16][CH2:15]2)=[O:13])[N:4]=1 |f:1.2.3|. Procedure details: To a solution of methyl 3-[2-(1-{[3,5-bis(difluoromethyl)-1H-pyrazol-1-yl]acetyl}piperidin-4-yl)-1,3-thiazol-4-yl]-4,5-dihydro-1,2-oxazole-5-carboxylate (I-1) (1.1 g) in tetrahydrofuran (7 ml) and water (2 ml) is added, at room temperature, lithium hydroxide monohydrate (0.28 g). The mixture is stirred at room temperature for 20 minutes, and then ice-cold 1N HCl solution is added. The aqueous phase is extracted with ethyl acetate and the combined organic phases are dried over sodium sulphate. Th... Starting materials: [BH4-], O=C(NC(Cc1ccccc1)C1OC1C(Cc1ccccc1)NC(=O)OCc1ccccc1)OCc1ccccc1, C1CCOC1, [Na+]. Yields the product O=C(NC(Cc1ccccc1)CC(O)C(Cc1ccccc1)NC(=O)OCc1ccccc1)OCc1ccccc1. As a reaction SMILES: [BH4-:42].[CH2:1]([c:2]1[cH:3][cH:4][cH:5][cH:6][cH:7]1)[O:8][C:9](=[O:10])[NH:11][CH:12]([CH2:13][c:14]1[cH:15][cH:16][cH:17][cH:18][cH:19]1)[CH:20]1[CH:21]([CH:22]([CH2:23][c:24]2[cH:25][cH:26][cH:27][cH:28][cH:29]2)[NH:30][C:31](=[O:32])[O:33][CH2:34][c:35]2[cH:36][cH:37][cH:38][cH:39][cH:40]2)[O:41]1.[CH2:44]1[O:45][CH2:46][CH2:47][CH2:48]1.[Na+:43]>>[CH2:1]([c:2]1[cH:3][cH:4][cH:5][cH:6][cH:7]1)[O:8][C:9](=[O:10])[NH:11][CH:12]([CH2:13][c:14]1[cH:15][cH:16][cH:17][cH:18][cH:19]1)[CH:20]([CH2:21][CH:22]([CH2:23][c:24]1[cH:25][cH:26][cH:27][cH:28][cH:29]1)[NH:30][C:31](=[O:32])[O:33][CH2:34][c:35]1[cH:36][cH:37][cH:38][cH:39][cH:40]1)[OH:41]. Reactants: BrC1=CC=CC=2C(C3=CC=CC=C3C(C12)=O)=O (1-bromoanthraquinone), three, C1(=CC=CC=C1)[Li] (phenyllithium). The solvent is O1CCCC1 (tetrahydrofuran). Reaction conditions: time 24 hour. Yields the product BrC1=CC=CC=2C(C3=CC=CC=C3C(C12)(O)C1=CC=CC=C1)(O)C1=CC=CC=C1 (1-bromo-9,10-diphenyl-9,10-dihydroanthracene-9,10-diol). As a reaction SMILES: [Br:1][C:2]1[C:15]2[C:14](=[O:16])[C:13]3[C:8](=[CH:9][CH:10]=[CH:11][CH:12]=3)[C:7](=[O:17])[C:6]=2[CH:5]=[CH:4][CH:3]=1.[C:18]1([Li])[CH:23]=[CH:22][CH:21]=[CH:20][CH:19]=1>O1CCCC1>[Br:1][C:2]1[C:15]2[C:14]([C:18]3[CH:23]=[CH:22][CH:21]=[CH:20][CH:19]=3)([OH:16])[C:13]3[C:8](=[CH:9][CH:10]=[CH:11][CH:12]=3)[C:7]([C:2]3[CH:15]=[CH:6][CH:5]=[CH:4][CH:3]=3)([OH:17])[C:6]=2[CH:5]=[CH:4][CH:3]=1. Reported procedure: 9.37 g (32.4 mmol) of 1-bromoanthraquinone was put into a 500 mL three neck-flask, and the atmosphere of the flask was substituted with nitrogen. 150 mL of tetrahydrofuran (abbreviation: THF) was added to the flask, and then 34.0 mL (71.3 mmol) of phenyllithium (2.1 mol/L dibutyl ether solution) was added in one portion. The solution was stirred for 24 hours at room temperature. After the reaction was completed, the reaction solution was washed with water, and the aqueous layer was extracted wit...